Dataset: the Open Reaction Database (ORD), a public repository of structured organic reaction records. Task: describe an organic reaction: reactants, conditions, products, and yield The reactants are Cl.C(C)N(CC)C1=CC=C(C=C1)CN(C[C@@H]([C@H](CC1=CC=CC=C1)NC([C@@H](NC(=O)OC)C(C)(C)C)=O)O)N (1-[p-(N,N-diethylamino)-phenyl]-4(S)-hydroxy-2-amino-5(S)-[N-(N-methoxycarbonyl-(L)-tert-leucyl)amino]-6-phenyl-2-azahexane hydrochloride), CCN(C(C)C)C(C)C (Hünig's base), COC(=O)N[C@@H](C(C)C)C(=O)O (N-methoxycarbonyl-(L)-valine), [B-](F)(F)(F)F.CN(C)C(=[N+](C)C)ON1C=CC=CC1=O (TPTU). Run in CN(C)C=O (DMF), CN(C)C=O (DMF). Conditions: time 10 minute. Yields the product C(C)N(CC)C1=CC=C(C=C1)CN(C[C@@H]([C@H](CC1=CC=CC=C1)NC([C@@H](NC(=O)OC)C(C)(C)C)=O)O)NC([C@@H](NC(=O)OC)C(C)C)=O (1-[p-(N,N-Diethylamino)phenyl]-4(S)-hydroxy-2-[N-(N-methoxycarbonyl-(L)-valyl]amino]-5(S)-[N-(N-methoxycarbonyl-(L)-tert-leucyl)amino]-6-phenyl-2-azahexane). Reaction SMILES: CCN(C(C)C)C(C)C.[CH3:10][O:11][C:12]([NH:14][C@H:15]([C:19]([OH:21])=O)[CH:16]([CH3:18])[CH3:17])=[O:13].[B-](F)(F)(F)F.CN(C(ON1C(=O)C=CC=C1)=[N+](C)C)C.Cl.[CH2:43]([N:45]([C:48]1[CH:53]=[CH:52][C:51]([CH2:54][N:55]([NH2:80])[CH2:56][C@H:57]([OH:79])[C@@H:58]([NH:66][C:67](=[O:78])[C@H:68]([C:74]([CH3:77])([CH3:76])[CH3:75])[NH:69][C:70]([O:72][CH3:73])=[O:71])[CH2:59][C:60]2[CH:65]=[CH:64][CH:63]=[CH:62][CH:61]=2)=[CH:50][CH:49]=1)[CH2:46][CH3:47])[CH3:44]>CN(C=O)C>[CH2:43]([N:45]([C:48]1[CH:53]=[CH:52][C:51]([CH2:54][N:55]([NH:80][C:19](=[O:21])[C@H:15]([CH:16]([CH3:17])[CH3:18])[NH:14][C:12]([O:11][CH3:10])=[O:13])[CH2:56][C@H:57]([OH:79])[C@@H:58]([NH:66][C:67](=[O:78])[C@H:68]([C:74]([CH3:76])([CH3:75])[CH3:77])[NH:69][C:70]([O:72][CH3:73])=[O:71])[CH2:59][C:60]2[CH:61]=[CH:62][CH:63]=[CH:64][CH:65]=2)=[CH:50][CH:49]=1)[CH2:46][CH3:47])[CH3:44] |f:2.3,4.5|. Procedure: In analogy with Example 2, 0.42 ml of Hünig's base is added to 0.193 g (1.1 mmol) of N-methoxycarbonyl-(L)-valine and 0.327 g (1.1 mmol) of TPTU in 3 ml of DMF and the whole is stirred at RT for 10 min. After that, 0.63 g (1 mmol) of 1-[p-(N,N-diethylamino)-phenyl]-4(S)-hydroxy-2-amino-5(S)-[N-(N-methoxycarbonyl-(L)-tert-leucyl)amino]-6-phenyl-2-azahexane hydrochloride (Example 2f), dissolved in 2 ml of DMF, is added and the mixture is stirred at RT for 21 h. After working-up in the same way as ... Reactants: [OH-].[Na+] (sodium hydroxide), BrC(C(=O)O)C (bromopropionic acid), CC1=C(C=CCC1=S)C(=O)OC (methyl 3-thio-2-methylbenzoate). The solvent is O (water). Product: C(=O)(O)CCSC=1C(=C(C(=O)OC)C=CC1)C (Methyl 3-carboxyethylthio-2-methylbenzoate). Reaction SMILES: [CH3:1][C:2]1[C:7](=[S:8])[CH2:6][CH:5]=[CH:4][C:3]=1[C:9]([O:11][CH3:12])=[O:10].[OH-].[Na+].Br[CH:16]([CH3:20])[C:17]([OH:19])=[O:18]>O>[C:17]([CH2:16][CH2:20][S:8][C:7]1[C:2]([CH3:1])=[C:3]([CH:4]=[CH:5][CH:6]=1)[C:9]([O:11][CH3:12])=[O:10])([OH:19])=[O:18] |f:1.2|. Procedure: 70 g (0.38 mol) of methyl 3-thio-2-methylbenzoate are dissolved in 400 ml of water and refluxed for 7 hours together with 30.8 g (0.77 mol) of sodium hydroxide solution and 58.8 g (0.45 mol) of bromopropionic acid. After cooling, the aqueous phase is washed using methyl tert-butyl ether. The aqueous phase is subsequently acidified using 2N HCl, the precipitate which has formed is filtered off with suction and washed with water, and the product is dried. The reactants are C(C)C=1C=C(C(=O)O)C=CC1O (3-ethyl-4-hydroxybenzoic acid), C(C)O (ethanol), S(=O)(Cl)Cl (Thionyl chloride), C(C)O (ethanol). Reaction conditions: temperature -10 celsius, time 20 minute. Product: C(C)C=1C=C(C(=O)OCC)C=CC1O (ethyl 3-ethyl-4-hydroxybenzoate). As a reaction SMILES: S(Cl)(Cl)=O.[CH2:5]([C:7]1[CH:8]=[C:9]([CH:13]=[CH:14][C:15]=1[OH:16])[C:10]([OH:12])=[O:11])[CH3:6].[CH2:17](O)[CH3:18]>>[CH2:5]([C:7]1[CH:8]=[C:9]([CH:13]=[CH:14][C:15]=1[OH:16])[C:10]([O:12][CH2:17][CH3:18])=[O:11])[CH3:6]. Procedure details: Thionyl chloride (3 ml) was added dropwise over a period of 2 minutes to ethanol (50 ml) at -10° C. whilst under an atmosphere of argon. The reaction mixture was stirred at -10° C. for 20 minutes and then allowed to warm to ambient temperature. A solution of 3-ethyl-4-hydroxybenzoic acid (3.5 g) in ethanol was added to the reaction mixture dropwise, with cooling (ice-bath). The reaction mixture was allowed to warm to ambient temperature and stirred overnight. The ethanol was removed by evaporati...